From a dataset of the Open Reaction Database (ORD), a public repository of structured organic reaction records. describe an organic reaction: reactants, conditions, products, and yield Reactants: ClC=1C=C(C=CC1)C1=CC(=NC2=CC=C(C=C12)C(O)(C1=CN=CN1C)C1=CN=CN1C)OC (4-(3-chlorophenyl)-2-methoxy-α,α-bis(1-methyl-1H-imidazol-5-yl)-6-quinolinemethanol). Solvent: Cl (HCl), C1CCOC1 (THF). The product is Cl.ClC=1C=C(C=CC1)C1=CC(NC2=CC=C(C=C12)C(C1=CN=CN1C)(C1=CN=CN1C)O)=O (4-(3-chlorophenyl)-6-[hydroxybis(1-methyl-1H-imidazol-5-yl)methyl]-2(1H)-quinolinone hydrochloride). Yield: 214.7%. RXN SMILES: [Cl:1][C:2]1[CH:3]=[C:4]([C:8]2[C:17]3[C:12](=[CH:13][CH:14]=[C:15]([C:18]([C:26]4[N:30]([CH3:31])[CH:29]=[N:28][CH:27]=4)([C:20]4[N:24]([CH3:25])[CH:23]=[N:22][CH:21]=4)[OH:19])[CH:16]=3)[N:11]=[C:10]([O:32]C)[CH:9]=2)[CH:5]=[CH:6][CH:7]=1>Cl.C1COCC1>[ClH:1].[Cl:1][C:2]1[CH:3]=[C:4]([C:8]2[C:17]3[C:12](=[CH:13][CH:14]=[C:15]([C:18]([OH:19])([C:20]4[N:24]([CH3:25])[CH:23]=[N:22][CH:21]=4)[C:26]4[N:30]([CH3:31])[CH:29]=[N:28][CH:27]=4)[CH:16]=3)[NH:11][C:10](=[O:32])[CH:9]=2)[CH:5]=[CH:6][CH:7]=1 |f:3.4|. Procedure: A mixture of intermediate (7) (0.00141 mol) in HCl 3N (20 ml) and THF (5 ml) was stirred and refluxed overnight. The solvent was evaporated till dryness. The product was used without further purification, yielding 0.73 g (quant.) of 4-(3-chlorophenyl)-6-[hydroxybis(1-methyl-1H-imidazol-5-yl)methyl]-2(1H)-quinolinone hydrochloride (1:2). The reactants are CCO, COc1cc(NC(N)=S)ccc1-n1cnc(Cl)c1, CI. Product: COc1cc(NC(=N)SC)ccc1-n1cnc(Cl)c1, I. RXN SMILES: [CH3:21][CH2:22][OH:23].[Cl:3][c:4]1[n:5][cH:6][n:7](-[c:9]2[c:10]([O:19][CH3:20])[cH:11][c:12]([NH:15][C:16](=[S:17])[NH2:18])[cH:13][cH:14]2)[cH:8]1.[I:1][CH3:2]>>[CH3:2][S:17][C:16]([NH:15][c:12]1[cH:11][c:10]([O:19][CH3:20])[c:9](-[n:7]2[cH:6][n:5][c:4]([Cl:3])[cH:8]2)[cH:14][cH:13]1)=[NH:18].[IH:1]. Starting materials: ClC1=CC=C(C=C1)C=C(C)C1=C(C(=NN1C1=C(C=C(C=C1)Cl)Cl)C(=O)[O-])C (5-[2-(4-chloro-phenyl)-1-methyl-vinyl]-1-(2,4-dichloro-phenyl)-4-methyl-1H-pyrazole-3-carboxylate), [Li+].[OH-] (LiOH), C1CCOC1 (THF), Cl (HCl). The solvent is O (H2O), CO (MeOH). Run at time 4 hour. The product is ClC1=CC=C(C=C1)C=C(C)C1=C(C(=NN1C1=C(C=C(C=C1)Cl)Cl)C(=O)O)C (5-[2-(4-Chloro-phenyl)-1-methyl-vinyl]-1-(2,4-dichloro-phenyl)-4-methyl-1H-pyrazole-3-carboxylic acid). The yield is 14.3%. RXN SMILES: [Cl:1][C:2]1[CH:7]=[CH:6][C:5]([CH:8]=[C:9]([C:11]2[N:15]([C:16]3[CH:21]=[CH:20][C:19]([Cl:22])=[CH:18][C:17]=3[Cl:23])[N:14]=[C:13]([C:24]([O-:26])=[O:25])[C:12]=2[CH3:27])[CH3:10])=[CH:4][CH:3]=1.[Li+].[OH-].C1COCC1.Cl>O.CO>[Cl:1][C:2]1[CH:7]=[CH:6][C:5]([CH:8]=[C:9]([C:11]2[N:15]([C:16]3[CH:21]=[CH:20][C:19]([Cl:22])=[CH:18][C:17]=3[Cl:23])[N:14]=[C:13]([C:24]([OH:26])=[O:25])[C:12]=2[CH3:27])[CH3:10])=[CH:4][CH:3]=1 |f:1.2|. Procedure details: The mixture of 46e (3.34 mmol, 1.5 g), LiOH (13.3 mmol, 319 mg), THF (7 mL), MeOH (7 mL), and H2O (37 mL) was stirred at room temperature for 4 h. The mixture was acidified with 1N HCl to pH=5 and extracted with EtOAc. The organic layer was dried over Na2SO4 and concentrated to give 46f (202 mg). Starting materials: CC(=O)O, Oc1ccc(Cc2ccccc2)cc1, O=[N+]([O-])O. The product is O=[N+]([O-])c1cc(Cc2ccccc2)ccc1O. Reaction SMILES: [C:19]([OH:20])(=[O:21])[CH3:22].[CH2:1]([c:2]1[cH:3][cH:4][cH:5][cH:6][cH:7]1)[c:8]1[cH:9][cH:10][c:11]([OH:14])[cH:12][cH:13]1.[OH:15][N+:16]([O-:17])=[O:18]>>[CH2:1]([c:2]1[cH:3][cH:4][cH:5][cH:6][cH:7]1)[c:8]1[cH:9][cH:10][c:11]([OH:14])[c:12]([N+:16](=[O:15])[O-:17])[cH:13]1. Reactants: [OH-].[K+] (potassium hydroxide), ClC1=NC=2N(C(=C1C1=C(C=C(C=C1)Cl)Cl)NC(C)C)N=CC2C(=O)OC (methyl 5-chloro-6-(2,4-dichlorophenyl)-7-isopropylaminopyrazolo[1,5-a]pyrimidine-3-carboxylate), Cl (hydrochloric acid). Run in O1CCOCC1 (1,4-dioxane). Reaction conditions: time 15 hour. Yields the product ClC1=NC=2N(C(=C1C1=C(C=C(C=C1)Cl)Cl)NC(C)C)N=CC2C(=O)O (5-Chloro-6-(2,4-dichlorophenyl)-7-isopropylaminopyrazolo[1,5-a]pyrimidine-3-carboxylic acid). Reaction SMILES: [Cl:1][C:2]1[C:7]([C:8]2[CH:13]=[CH:12][C:11]([Cl:14])=[CH:10][C:9]=2[Cl:15])=[C:6]([NH:16][CH:17]([CH3:19])[CH3:18])[N:5]2[N:20]=[CH:21][C:22]([C:23]([O:25]C)=[O:24])=[C:4]2[N:3]=1.[OH-].[K+].Cl>O1CCOCC1>[Cl:1][C:2]1[C:7]([C:8]2[CH:13]=[CH:12][C:11]([Cl:14])=[CH:10][C:9]=2[Cl:15])=[C:6]([NH:16][CH:17]([CH3:19])[CH3:18])[N:5]2[N:20]=[CH:21][C:22]([C:23]([OH:25])=[O:24])=[C:4]2[N:3]=1 |f:1.2|. Procedure details: 5 g of methyl 5-chloro-6-(2,4-dichlorophenyl)-7-isopropylaminopyrazolo[1,5-a]pyrimidine-3-carboxylate were dissolved in 75 ml of 1,4-dioxane, and 75 ml of 2 N aqueous potassium hydroxide solution were added. The mixture was stirred at room temperature for 15 h (monitored by TLC) and then introduced into 1 N hydrochloric acid. The precipitated solid was filtered off with suction.